describe an organic reaction: reactants, conditions, products, and yield From a dataset of the Open Reaction Database (ORD), a public repository of structured organic reaction records. The reactants are C1(CCCCC1)C[C@@H](C(=O)N[C@@H](CC)C(C1=NOC(=N1)C(F)(F)F)O)CC(=O)N1CCOCC1 ((R)-2-Cyclohexylmethyl-N-{(S)-1-[hydroxy-(5-trifluoromethyl-1,2,4-oxadiazol-3-yl)-methyl]-propyl}-4-morpholin-4-yl-4-oxo-butyramide), CC(=O)OI1(C=2C=CC=CC2C(=O)O1)(OC(=O)C)OC(=O)C (Dess Martin periodinane). Run in C(Cl)Cl (methylene chloride). Run at time 90 minute. Product: C1(CCCCC1)C[C@@H](C(=O)N[C@@H](CC)C(=O)C1=NOC(=N1)C(F)(F)F)CC(=O)N1CCOCC1 ((R)-2-Cyclohexylmethyl-4-morpholin-4-yl-4-oxo-N-[(S)-1-(5-trifluoromethyl-1,2,4-oxadiazole-3-carbonyl)-propyl]-butyramide), solid. Reaction SMILES: [CH:1]1([CH2:7][C@H:8]([CH2:26][C:27]([N:29]2[CH2:34][CH2:33][O:32][CH2:31][CH2:30]2)=[O:28])[C:9]([NH:11][C@H:12]([CH:15]([OH:25])[C:16]2[N:20]=[C:19]([C:21]([F:24])([F:23])[F:22])[O:18][N:17]=2)[CH2:13][CH3:14])=[O:10])[CH2:6][CH2:5][CH2:4][CH2:3][CH2:2]1.CC(OI1(OC(C)=O)(OC(C)=O)OC(=O)C2C=CC=CC1=2)=O>C(Cl)Cl>[CH:1]1([CH2:7][C@H:8]([CH2:26][C:27]([N:29]2[CH2:34][CH2:33][O:32][CH2:31][CH2:30]2)=[O:28])[C:9]([NH:11][C@H:12]([C:15]([C:16]2[N:20]=[C:19]([C:21]([F:24])([F:23])[F:22])[O:18][N:17]=2)=[O:25])[CH2:13][CH3:14])=[O:10])[CH2:6][CH2:5][CH2:4][CH2:3][CH2:2]1. Procedure: A solution of (R)-2-Cyclohexylmethyl-N-{(S)-1-[hydroxy-(5-trifluoromethyl-1,2,4-oxadiazol-3-yl)-methyl]-propyl}-4-morpholin-4-yl-4-oxo-butyramide (324 mg, 0.661 mmol) in methylene chloride (10 ml) was treated with Dess Martin periodinane (308 mg, 0.726 mmol) and stirred at room temperature for 90 minutes. The reaction mixture was washed with an aqueous solution of Na2S2O3 (0.26M), saturated aqueous bicarbonate solution and water, dried over Na2SO4 and the solvent evaporated under reduced pressur... Reactants: [OH-].[Na+] (sodium hydroxide), FC1(C(OC=2C(=CC3=C(NC(=N3)SCC3=NC=C(C=C3)C)C2)O1)F)F (6,6,7-trifluoro-6,7-dihydro-2-[(5-methyl-2-pyridyl)methylthio]-1H-[1,4]-dioxino[2,3-f]benzimidazole), S(=O)([O-])S(=O)[O-].[Na+].[Na+] (sodium dithionite), Cl[O-].[Na+] (sodium hypochlorite), [OH-].[Na+] (sodium hydroxide), P(=O)(O)(O)[O-].[Na+] (sodium dihydrogen phosphate). The solvent is O1CCOCC1 (dioxane), O (water). Reaction conditions: temperature 30 celsius, time 50 minute. Yields the product FC1(C(OC=2C(=CC3=C(NC(=N3)S(=O)CC3=NC=C(C=C3)C)C2)O1)F)F (6,6,7-Trifluoro-6,7-dihydro-2-[(5-methyl-2-pyridyl)methylsulfinyl]-1H-[1,4]-dioxino[2,3-f]benzimidazole). Yield: 87.0%. RXN SMILES: [OH-].[Na+].[F:3][C:4]1([F:27])[O:25][C:8]2=[CH:9][C:10]3[N:14]=[C:13]([S:15][CH2:16][C:17]4[CH:22]=[CH:21][C:20]([CH3:23])=[CH:19][N:18]=4)[NH:12][C:11]=3[CH:24]=[C:7]2[O:6][CH:5]1[F:26].Cl[O-].[Na+].S(S([O-])=O)([O-])=[O:32].[Na+].[Na+].P([O-])(O)(O)=O.[Na+]>O1CCOCC1.O>[F:27][C:4]1([F:3])[O:25][C:8]2=[CH:9][C:10]3[N:14]=[C:13]([S:15]([CH2:16][C:17]4[CH:22]=[CH:21][C:20]([CH3:23])=[CH:19][N:18]=4)=[O:32])[NH:12][C:11]=3[CH:24]=[C:7]2[O:6][CH:5]1[F:26] |f:0.1,3.4,5.6.7,8.9|. Procedure: 2.4 ml of 2M sodium hydroxide solution and 0.8 ml of water are added to a solution of 1.75 g of 6,6,7-trifluoro-6,7-dihydro-2-[(5-methyl-2-pyridyl)methylthio]-1H-[1,4]-dioxino[2,3-f]benzimidazole in 18 ml of dioxane. A mixture of 4.6 ml of sodium hypochlorite solution (8.9 g of active chlorine per ml) and 2.9 ml of 2M sodium hydroxide solution is added to the above solution at 30° C. in the course of 15 min. The mixture is stirred at 30° C. for 50 min., some drops of 2M sodium dithionite solutio... The reactants are CCn1cc(C(=O)O)c(=O)c2cc(F)c(N3CCNCC3)cc21, CN(C)C=O, Cc1ccc(S(=O)(=O)OCC2CO2)cc1. The product is CCn1cc(C(=O)O)c(=O)c2cc(F)c(N3CCN(CC(O)COS(=O)(=O)c4ccc(C)cc4)CC3)cc21. As a reaction SMILES: [CH2:1]([CH3:2])[n:3]1[cH:4][c:5]([C:21](=[O:22])[OH:23])[c:6](=[O:20])[c:7]2[cH:8][c:9]([F:19])[c:10]([N:13]3[CH2:14][CH2:15][NH:16][CH2:17][CH2:18]3)[cH:11][c:12]12.[CH3:39][N:40]([CH3:41])[CH:42]=[O:43].[O:24]([S:25](=[O:26])(=[O:27])[c:28]1[cH:29][cH:30][c:31]([CH3:32])[cH:33][cH:34]1)[CH2:35][CH:36]1[CH2:37][O:38]1>>[CH2:1]([CH3:2])[n:3]1[cH:4][c:5]([C:21](=[O:22])[OH:23])[c:6](=[O:20])[c:7]2[cH:8][c:9]([F:19])[c:10]([N:13]3[CH2:14][CH2:15][N:16]([CH2:37][CH:36]([CH2:35][O:24][S:25](=[O:26])(=[O:27])[c:28]4[cH:29][cH:30][c:31]([CH3:32])[cH:33][cH:34]4)[OH:38])[CH2:17][CH2:18]3)[cH:11][c:12]12.